Dataset: the Open Reaction Database (ORD), a public repository of structured organic reaction records. Task: describe an organic reaction: reactants, conditions, products, and yield Starting materials: O1C(C(=O)O)C1C(=O)O.C(C)[K] (monoethyl potassium epoxysuccinate), C(C(=O)Cl)(=O)Cl (oxalyl chloride), C(CC)N (n-propylamine). Product: C(CC)NC(C1C(C(=O)OCC)O1)=O (ethyl N-propyl-2,3-epoxysuccinamate). Yield: 75.4%. Reaction SMILES: [O:1]1[CH:6]([C:7]([OH:9])=[O:8])[CH:2]1[C:3]([OH:5])=O.[CH2:10]([K])[CH3:11].C(Cl)(=O)C(Cl)=O.[CH2:19]([NH2:22])[CH2:20][CH3:21]>>[CH2:19]([NH:22][C:3](=[O:5])[CH:2]1[O:1][CH:6]1[C:7]([O:9][CH2:10][CH3:11])=[O:8])[CH2:20][CH3:21] |f:0.1|. Procedure: Following the procedure of Example 1, monoethyl potassium epoxysuccinate (1.98 g) was successively treated with oxalyl chloride (1.5 g) and n-propylamine (1.2 g) to give 1.5 g of ethyl N-propyl-2,3-epoxysuccinamate (Compound No. 16) as colorless needles melting at 58° C.